From a dataset of the Open Reaction Database (ORD), a public repository of structured organic reaction records. describe an organic reaction: reactants, conditions, products, and yield Reactants: C1(=CC=CC=C1)COC(CN(CC(=O)OCC1=CC=CC=C1)C1=CC(=CC(=C1)C(=O)OCCCCCCCCCCCCCC)C(=O)OCCCCCCCCCCCCCC)=O (N-[3,5-bis[(tetradecyloxy)carbonyl]phenyl]-N-[2-(phenylmethoxy)-2-oxoethyl]glycine phenylmethyl ester). Procedure details: A mixture of 0.43 g of N-[3,5-bis[(tetradecyloxy)carbonyl]phenyl]-N-[2-(phenylmethoxy)-2-oxoethyl]glycine phenylmethyl ester and 0.2 g of 10% palladium on carbon in 30 ml of ethyl acetate and 20 ml of THF was shaken under an initial hydrogen pressure of 51 psi for 2 hours. The catalyst was removed by filtration and the filtrate was concentrated at reduced pressure to a solid which was recrystallized from methanol-water to give 0.28 g (82% yield, mp 84°-87°) of N-(carboxy-methyl)-N-[3,5-bis[(tetr... The solvent is C(C)(=O)OCC (ethyl acetate), C1CCOC1 (THF). Yields the product C(=O)(O)CN(CC(=O)O)C1=CC(=CC(=C1)C(=O)OCCCCCCCCCCCCCC)C(=O)OCCCCCCCCCCCCCC (N-(carboxy-methyl)-N-[3,5-bis[(tetradecyloxy)carbonyl]phenyl]glycine). Reagents/catalysts: [Pd] (palladium on carbon). The yield is 82.1%. Run at time 2 hour. Reaction SMILES: C1(C[O:8][C:9](=[O:63])[CH2:10][N:11]([C:23]2[CH:28]=[C:27]([C:29]([O:31][CH2:32][CH2:33][CH2:34][CH2:35][CH2:36][CH2:37][CH2:38][CH2:39][CH2:40][CH2:41][CH2:42][CH2:43][CH2:44][CH3:45])=[O:30])[CH:26]=[C:25]([C:46]([O:48][CH2:49][CH2:50][CH2:51][CH2:52][CH2:53][CH2:54][CH2:55][CH2:56][CH2:57][CH2:58][CH2:59][CH2:60][CH2:61][CH3:62])=[O:47])[CH:24]=2)[CH2:12][C:13]([O:15]CC2C=CC=CC=2)=[O:14])C=CC=CC=1>[Pd].C(OCC)(=O)C.C1COCC1>[C:9]([CH2:10][N:11]([C:23]1[CH:28]=[C:27]([C:29]([O:31][CH2:32][CH2:33][CH2:34][CH2:35][CH2:36][CH2:37][CH2:38][CH2:39][CH2:40][CH2:41][CH2:42][CH2:43][CH2:44][CH3:45])=[O:30])[CH:26]=[C:25]([C:46]([O:48][CH2:49][CH2:50][CH2:51][CH2:52][CH2:53][CH2:54][CH2:55][CH2:56][CH2:57][CH2:58][CH2:59][CH2:60][CH2:61][CH3:62])=[O:47])[CH:24]=1)[CH2:12][C:13]([OH:15])=[O:14])([OH:63])=[O:8]. Reaction conditions: time 2 hour. Solvent: C(Cl)(Cl)Cl (Chloroform), C(C)(=O)O (acetic acid), ClCCl (dichloromethane). Procedure details: To 3 mL of dichloromethane solution containing 0.19 g of tert-butyl (2,3-dihydro-1,4-benzodioxin-6-ylmethyl)(piperidin-4-yl)carbamate, 0.10 g of (2-oxoquinoxalin-1(2H)-yl)acetaldehyde and 30 μL of acetic acid were added and stirred at room temperature for 2 hours. To the reaction mixture, 0.17 g of sodium triacetoxyborohydride was added and stirred at the same temperature for 30 min. Chloroform and aqueous saturated sodium hydrogen carbonate solution were added, the organic layer was separated, ... Isolated yield 79.5%. As a reaction SMILES: [O:1]1[C:6]2[CH:7]=[CH:8][C:9]([CH2:11][N:12]([CH:20]3[CH2:25][CH2:24][NH:23][CH2:22][CH2:21]3)[C:13](=[O:19])[O:14][C:15]([CH3:18])([CH3:17])[CH3:16])=[CH:10][C:5]=2[O:4][CH2:3][CH2:2]1.[O:26]=[C:27]1[CH:36]=[N:35][C:34]2[C:29](=[CH:30][CH:31]=[CH:32][CH:33]=2)[N:28]1[CH2:37][CH:38]=O.C(O[BH-](OC(=O)C)OC(=O)C)(=O)C.[Na+].C(=O)([O-])O.[Na+]>C(Cl)(Cl)Cl.C(O)(=O)C.ClCCl>[O:1]1[C:6]2[CH:7]=[CH:8][C:9]([CH2:11][N:12]([CH:20]3[CH2:25][CH2:24][N:23]([CH2:38][CH2:37][N:28]4[C:29]5[C:34](=[CH:33][CH:32]=[CH:31][CH:30]=5)[N:35]=[CH:36][C:27]4=[O:26])[CH2:22][CH2:21]3)[C:13](=[O:19])[O:14][C:15]([CH3:18])([CH3:16])[CH3:17])=[CH:10][C:5]=2[O:4][CH2:3][CH2:2]1 |f:2.3,4.5|. Yields the product O1CCOC2=C1C=CC(=C2)CN(C(OC(C)(C)C)=O)C2CCN(CC2)CCN2C(C=NC1=CC=CC=C21)=O (tert-butyl (2,3-dihydro-1,4-benzodioxin-6-ylmethyl)(1-(2-(2-oxoquinoxalin-1(2H)-yl)ethyl)piperidin-4-yl)carbamate). Starting materials: C(O)([O-])=O.[Na+] (sodium hydrogen carbonate), C(C)(=O)O[BH-](OC(C)=O)OC(C)=O.[Na+] (sodium triacetoxyborohydride), O1CCOC2=C1C=CC(=C2)CN(C(OC(C)(C)C)=O)C2CCNCC2 (tert-butyl (2,3-dihydro-1,4-benzodioxin-6-ylmethyl)(piperidin-4-yl)carbamate), O=C1N(C2=CC=CC=C2N=C1)CC=O ((2-oxoquinoxalin-1(2H)-yl)acetaldehyde). The reactants are O (Water), BrC=1C=CC(=C(C1)C(C)(C)O)CO (2-[5-Bromo-2-(hydroxymethyl)phenyl]propan-2-ol), N1C=NC=C1 (imidazole), C(C)(C)(C)[Si](Cl)(C)C (tert-butyldimethylchlorosilane). Solvent: CN(C=O)C (N,N-dimethylformamide). Reaction conditions: time 8 hour. Product: BrC=1C=CC(=C(C1)C(C)(C)O)CO[Si](C)(C)C(C)(C)C (2-[5-Bromo-2-({[tert-butyl(dimethyl)silyl]oxy}methyl)phenyl]propan-2-ol). Isolated yield 70.5%. RXN SMILES: [Br:1][C:2]1[CH:3]=[CH:4][C:5]([CH2:12][OH:13])=[C:6]([C:8]([OH:11])([CH3:10])[CH3:9])[CH:7]=1.N1C=CN=C1.[C:19]([Si:23]([CH3:26])([CH3:25])Cl)([CH3:22])([CH3:21])[CH3:20].O>CN(C)C=O>[Br:1][C:2]1[CH:3]=[CH:4][C:5]([CH2:12][O:13][Si:23]([C:19]([CH3:22])([CH3:21])[CH3:20])([CH3:26])[CH3:25])=[C:6]([C:8]([OH:11])([CH3:10])[CH3:9])[CH:7]=1. Reported procedure: 2-[5-Bromo-2-(hydroxymethyl)phenyl]propan-2-ol (1.1 g, 4.4 mmol) and imidazole (0.78 g, 12 mmol) were dissolved in N,N-dimethylformamide (5 mL), and tert-butyldimethylchlorosilane (0.86 g, 5.7 mmol) was added, followed by stirring at room temperature overnight. Water was added to the reaction solution, followed by extraction with hexane, and subsequently the extract was washed sequentially with water and a saturated aqueous sodium chloride solution, and dried over anhydrous sodium sulfate. After... Starting materials: S(=O)(=O)(O)O.NC1=NC(=C(C(=N1)N)N)N (2,4,5,6-tetraaminopyrimidine sulfate), ( 2 ), ( 1 ), N(=O)C=1C(=NC(=NC1N)N)N (5-nitroso-2,4,6-triaminopyrimidine). Reagents/catalysts: [Zn] (zinc). Solvent: O (water). Product: NC1=NC(=C(C(=N1)N)N)N (2,4,5,6-tetraaminopyrimidine). Reaction SMILES: S(O)(O)(=O)=O.[NH2:6][C:7]1[N:12]=[C:11]([NH2:13])[C:10]([NH2:14])=[C:9]([NH2:15])[N:8]=1.N(C1C(N)=NC(N)=NC=1N)=O>O.[Zn]>[NH2:6][C:7]1[N:12]=[C:11]([NH2:13])[C:10]([NH2:14])=[C:9]([NH2:15])[N:8]=1 |f:0.1|. Procedure: A process for preparing 2,4,5,6-tetraaminopyrimidine sulfate is disclosed. The process comprises: (1) reacting about one molecular proportion of 5-nitroso-2,4,6-triaminopyrimidine (NTAP) in water with about 2.0 to 2.5 molecular proportions of zinc dust and about 4.0 to 4.7 molecular proportions of a suitable acid, to provide a reaction mixture having a pH below 7; (2) reacting the reaction mixture at a temperature of about 20° to 65° C. to form the acid salt of 2,4,5,6-tetraaminopyrimidine; (3) ... The reactants are CC(C)(C)NN, ClCCl, COc1cccc(C(=O)Cl)c1C, Cl, [Na+], [OH-], O. Yields the product COc1cccc(C(=O)NNC(C)(C)C)c1C. As a reaction SMILES: [C:2]([CH3:3])([CH3:4])([CH3:5])[NH:6][NH2:7].[CH2:22]([Cl:23])[Cl:24].[CH3:10][O:11][c:12]1[c:13]([CH3:21])[c:14]([C:15](=[O:16])[Cl:17])[cH:18][cH:19][cH:20]1.[ClH:1].[Na+:9].[OH-:8].[OH2:25]>>[C:2]([CH3:3])([CH3:4])([CH3:5])[NH:6][NH:7][C:15]([c:14]1[c:13]([CH3:21])[c:12]([O:11][CH3:10])[cH:20][cH:19][cH:18]1)=[O:16]. Reactants: fine powder, IC(F)(F)C(F)(F)C(=O)N (ICF2CF2CONH2), O=P12OP3(=O)OP(=O)(O1)OP(=O)(O2)O3 (P2O5). Procedure details: A mixture of 150 g of fine powder of ICF2CF2CONH2 and 235 g of P2O5 was heated at 130 to 150° C., during which time volatiles were distilled out. Final volatiles were collected in a -78° C. trap at 26.6 kPa. A total of 125.3 g of crude product was obtained, 95% pure by GC. Redistillation gave pure product, bp 60-61° C. 19F NMR: -63.3 (t, J=10.4 Hz, 2F), -100.5 (t, J=10.4 Hz, 2F). IR(neat): 2264 (w), 1235 (s), 1196 (s), 1172 (s), 1146 (s), 1089 (s), 1065 (s), 893 (s). As a reaction SMILES: [I:1][C:2]([C:5]([C:8]([NH2:10])=O)([F:7])[F:6])([F:4])[F:3].O=P12OP3(OP(OP(O3)(O1)=O)(=O)O2)=O>>[I:1][C:2]([F:4])([F:3])[C:5]([F:7])([F:6])[C:8]#[N:10]. Product: IC(C(C#N)(F)F)(F)F (Iodotetrafluoropropanonitrile). Conditions: temperature 140 celsius.